This data is from the Open Reaction Database (ORD), a public repository of structured organic reaction records. The task is: describe an organic reaction: reactants, conditions, products, and yield The reactants are CCc1c(Br)cccc1SCc1ccccc1, Cc1ccccc1, [Cu]I, [K+], [K+], O=C([O-])[O-], O=C1COCCN1. Product: CCc1c(SCc2ccccc2)cccc1N1CCOCC1=O. As a reaction SMILES: [CH2:1]([c:2]1[cH:3][cH:4][cH:5][cH:6][cH:7]1)[S:8][c:9]1[c:10]([CH2:16][CH3:17])[c:11]([Br:15])[cH:12][cH:13][cH:14]1.[CH3:31][c:32]1[cH:33][cH:34][cH:35][cH:36][cH:37]1.[Cu:38][I:39].[K+:25].[K+:26].[O-:27][C:28]([O-:29])=[O:30].[O:18]1[CH2:19][C:20](=[O:24])[NH:21][CH2:22][CH2:23]1>>[CH2:1]([c:2]1[cH:3][cH:4][cH:5][cH:6][cH:7]1)[S:8][c:9]1[c:10]([CH2:16][CH3:17])[c:11]([N:21]2[C:20](=[O:24])[CH2:19][O:18][CH2:23][CH2:22]2)[cH:12][cH:13][cH:14]1. Solvent: FC(C(=O)O)(F)F (trifluoroacetic acid). Procedure details: 3.6 g of 3-(1-acetoxy-2-chloroethyl)-N-(1,1-dimethylethyl)-2-pyridinesulfonamide is added to 20 ml of trifluoroacetic acid and allowed to stir at 40° C. for 12 hours. The acid is evaporated and the crude product is purified by column chromatography to give the subject compound (3 g). Run at temperature 40 celsius, time 12 hour. As a reaction SMILES: [C:1]([O:4][CH:5]([C:8]1[C:9]([S:14]([NH:17]C(C)(C)C)(=[O:16])=[O:15])=[N:10][CH:11]=[CH:12][CH:13]=1)[CH2:6][Cl:7])(=[O:3])[CH3:2]>FC(F)(F)C(O)=O>[C:1]([O:4][CH:5]([C:8]1[C:9]([S:14]([NH2:17])(=[O:15])=[O:16])=[N:10][CH:11]=[CH:12][CH:13]=1)[CH2:6][Cl:7])(=[O:3])[CH3:2]. The product is C(C)(=O)OC(CCl)C=1C(=NC=CC1)S(=O)(=O)N (3-(1-Acetoxy-2-chloroethyl)-2-pyridinesulfonamide). Yield: 100.1%. The reactants are C(C)(=O)OC(CCl)C=1C(=NC=CC1)S(=O)(=O)NC(C)(C)C (3-(1-acetoxy-2-chloroethyl)-N-(1,1-dimethylethyl)-2-pyridinesulfonamide). Starting materials: C[O-], Cc1ccc2c(c1)SCC(=O)N2, [Na+], CN(C)C=O, O, O=Cc1c[nH]c2ccccc12. The product is Cc1ccc2c(c1)SC(=Cc1c[nH]c3ccccc13)C(=O)N2. RXN SMILES: [CH3:1][O-:2].[CH3:4][c:5]1[cH:6][c:7]2[c:8]([cH:14][cH:15]1)[NH:9][C:10](=[O:13])[CH2:11][S:12]2.[Na+:3].[O:28]=[CH:29][N:30]([CH3:31])[CH3:32].[OH2:27].[nH:16]1[cH:17][c:18]([CH:25]=[O:26])[c:19]2[cH:20][cH:21][cH:22][cH:23][c:24]12>>[CH3:4][c:5]1[cH:6][c:7]2[c:8]([cH:14][cH:15]1)[NH:9][C:10](=[O:13])[C:11](=[CH:25][c:18]1[cH:17][nH:16][c:24]3[c:19]1[cH:20][cH:21][cH:22][cH:23]3)[S:12]2. Reactants: [Na] (sodium), [S-]C#N.[K+] (potassium thiocyanate), [O-]CC.[K+] (potassium ethoxide), NC1=NC=CC(=C1)C(C)=NO (1-(2-amino-4-pyridyl)-1-ethanone oxime), C1(=CC=C(C=C1)S(=O)(=O)Cl)C (p-toluenesulfonyl chloride), product. Run in C(C)O (ethanol), C(C)O (ethanol), C(C)OCC (diethyl ether). Reaction conditions: time 5 minute. Product: NC1=NC=CC(=C1)C=1N=C(NC1)S (4-(2-amino-4-pyridyl)imidazole-2-thiol). Reaction SMILES: [Na].[NH2:2][C:3]1[CH:8]=[C:7]([C:9](=[N:11]O)[CH3:10])[CH:6]=[CH:5][N:4]=1.C1(C)C=CC(S(Cl)(=O)=O)=CC=1.[O-]CC.[K+].[S-:28][C:29]#[N:30].[K+]>C(O)C.C(OCC)C>[NH2:2][C:3]1[CH:8]=[C:7]([C:9]2[N:11]=[C:29]([SH:28])[NH:30][CH:10]=2)[CH:6]=[CH:5][N:4]=1 |f:3.4,5.6,^1:0|. Procedure: To 720 mg. (31 mmoles) of sodium dissolved in 60 ml. of absolute ethanol at room temperature was added 4.59 g. (30.4 mmoles) of 1-(2-amino-4-pyridyl)-1-ethanone oxime, and the resulting mixture allowed to stir for about 5 minutes. To the resulting solution was added 6.10 g. (32 mmoles) of p-toluenesulfonyl chloride and the reaction mixture allowed to stir for 1 hour under a nitrogen atmosphere. The mixture was then added directly to a solution of potassium ethoxide (prepared by dissolving 1.41 g...